Dataset: the Open Reaction Database (ORD), a public repository of structured organic reaction records. Task: describe an organic reaction: reactants, conditions, products, and yield Starting materials: O (water), BrC1=CC(=C(C=C1)NCC1=C(C=C(C=C1)Cl)C=1C=CC(=NC1)C(=O)NCCC(=O)OCC)F (Ethyl 3-(5-(2-(((4-bromo-2-fluorophenyl)amino)methyl)-5-chlorophenyl)picolinamido)propanoate), ClC1=C(C=CC(=C1)Cl)B(O)O ((2,4-dichlorophenyl)boronic acid), C(=O)([O-])[O-].[K+].[K+] (K2CO3). The reagents and catalysts are C1=CC=C(C=C1)P([C-]2C=CC=C2)C3=CC=CC=C3.C1=CC=C(C=C1)P([C-]2C=CC=C2)C3=CC=CC=C3.Cl[Pd]Cl.[Fe+2] (Pd(dppf)Cl2). Solvent: O1CCOCC1 (1,4-dioxane), CCOC(=O)C (EtOAc). The product is ClC=1C=CC(=C(C1)C=1C=CC(=NC1)C(=O)NCCC(=O)OCC)CNC1=C(C=C(C=C1)C1=C(C=C(C=C1)Cl)Cl)F (ethyl 3-(5-(5-chloro-2-(((2′,4′-dichloro-3-fluoro-[1,1′-biphenyl]-4-yl)amino)methyl)phenyl)picolinamido)propanoate). RXN SMILES: Br[C:2]1[CH:7]=[CH:6][C:5]([NH:8][CH2:9][C:10]2[CH:15]=[CH:14][C:13]([Cl:16])=[CH:12][C:11]=2[C:17]2[CH:18]=[CH:19][C:20]([C:23]([NH:25][CH2:26][CH2:27][C:28]([O:30][CH2:31][CH3:32])=[O:29])=[O:24])=[N:21][CH:22]=2)=[C:4]([F:33])[CH:3]=1.[Cl:34][C:35]1[CH:40]=[C:39]([Cl:41])[CH:38]=[CH:37][C:36]=1B(O)O.C([O-])([O-])=O.[K+].[K+].O>O1CCOCC1.CCOC(C)=O.C1C=CC(P(C2C=CC=CC=2)[C-]2C=CC=C2)=CC=1.C1C=CC(P(C2C=CC=CC=2)[C-]2C=CC=C2)=CC=1.Cl[Pd]Cl.[Fe+2]>[Cl:16][C:13]1[CH:14]=[CH:15][C:10]([CH2:9][NH:8][C:5]2[CH:6]=[CH:7][C:2]([C:38]3[CH:37]=[CH:36][C:35]([Cl:34])=[CH:40][C:39]=3[Cl:41])=[CH:3][C:4]=2[F:33])=[C:11]([C:17]2[CH:18]=[CH:19][C:20]([C:23]([NH:25][CH2:26][CH2:27][C:28]([O:30][CH2:31][CH3:32])=[O:29])=[O:24])=[N:21][CH:22]=2)[CH:12]=1 |f:2.3.4,8.9.10.11|. Reported procedure: Ethyl 3-(5-(2-(((4-bromo-2-fluorophenyl)amino)methyl)-5-chlorophenyl)picolinamido)propanoate (138 mg, 0.26 mmol), (2,4-dichlorophenyl)boronic acid (57 mg, 0.30 mmol), Pd(dppf)Cl2 (21 mg, 0.03 mmol), and K2CO3 (71 mg, 0.52 mmol) were dissolved in 1,4-dioxane (1.0 mL) and water (0.25 mL) and the resulting mixture was heated to 80° C. After 3 h the resulting mixture was cooled to room temperature, diluted with EtOAc, washed with water and brine, dried (Na2SO4), and dry packed onto silica gel. Colum... The reactants are C([O-])(O)=O.[Na+] (sodium bicarbonate), C(C)SC1=C(C=CC=C1)C1=NC2=CC(=CC=C2C(N1)=O)C(F)(F)F (2-(2-ethylsulfanylphenyl)-7-trifluoromethyl-3H-quinazolin-4-one), P(=O)(Cl)(Cl)Cl (phosphorus oxychloride), C(C)(C)N(C(C)C)CC (N,N-diisopropylethylamine). Solvent: C1(=CC=CC=C1)C (toluene). Run at temperature 90 celsius, time 2 hour. The product is ClC1=NC(=NC2=CC(=CC=C12)C(F)(F)F)C1=C(C=CC=C1)SCC (4-chloro-2-(2-ethylsulfanylphenyl)-7-trifluoromethylquinazoline). Reaction SMILES: [CH2:1]([S:3][C:4]1[CH:9]=[CH:8][CH:7]=[CH:6][C:5]=1[C:10]1[NH:19][C:18](=O)[C:17]2[C:12](=[CH:13][C:14]([C:21]([F:24])([F:23])[F:22])=[CH:15][CH:16]=2)[N:11]=1)[CH3:2].P(Cl)(Cl)([Cl:27])=O.C(N(CC)C(C)C)(C)C.C(=O)(O)[O-].[Na+]>C1(C)C=CC=CC=1>[Cl:27][C:18]1[C:17]2[C:12](=[CH:13][C:14]([C:21]([F:24])([F:23])[F:22])=[CH:15][CH:16]=2)[N:11]=[C:10]([C:5]2[CH:6]=[CH:7][CH:8]=[CH:9][C:4]=2[S:3][CH2:1][CH3:2])[N:19]=1 |f:3.4|. Procedure: A mixture of 1.29 g of 2-(2-ethylsulfanylphenyl)-7-trifluoromethyl-3H-quinazolin-4-one, 0.38 ml of phosphorus oxychloride, 523 mg of N,N-diisopropylethylamine and 20 ml of toluene was stirred at 90° C. for 2 hours. A saturated aqueous sodium bicarbonate solution was added to the cooled reaction mixture, and the mixture was extracted with ethyl acetate. The organic layer was washed with water and dried over anhydrous magnesium sulfate, then concentrated under reduced pressure to obtain 1.23 g of ... Procedure: 6 ml of 32% hydrochloric acid (Merck, Darmstadt, Germany; p.a.) are added, with stirring, to a mixture of 4.1 g (0.02 mol) of 4-(N-hydroxyamidino)-2,3-dihydro-1H-inden-1-one oxime, 3.5 g (0.02 mol) of 1,2-diamino-4-phenyl-imidazole (see Beyer H. et al., Chem. Ber. 101, 3151 (1968)) and 150 ml of isopropanol, and the mixture is stirred at 80° C. for 5 hours. During that time, the starting materials dissolve and the title compound gradually crystallizes out. At the end of the reaction time, the mi... Run in C(C)(C)O (isopropanol), C(C)(C)O (isopropanol). Reactants: ONC(=N)C1=C2CCC(C2=CC=C1)=NO (4-(N-hydroxyamidino)-2,3-dihydro-1H-inden-1-one oxime), NN1C(=NC(=C1)C1=CC=CC=C1)N (1,2-diamino-4-phenyl-imidazole), Cl (hydrochloric acid). Conditions: temperature 80 celsius, time 5 hour. Reaction SMILES: [ClH:1].[OH:2][NH:3][C:4]([C:6]1[CH:14]=[CH:13][CH:12]=[C:11]2[C:7]=1[CH2:8][CH2:9][C:10]2=[N:15]O)=[NH:5].N[N:18]1[CH:22]=[C:21]([C:23]2[CH:28]=[CH:27][CH:26]=[CH:25][CH:24]=2)[N:20]=[C:19]1[NH2:29]>C(O)(C)C>[ClH:1].[ClH:1].[OH:2][NH:3][C:4]([C:6]1[CH:14]=[CH:13][CH:12]=[C:11]2[C:7]=1[CH2:8][CH2:9][C:10]2=[N:15][N:18]1[CH:22]=[C:21]([C:23]2[CH:28]=[CH:27][CH:26]=[CH:25][CH:24]=2)[N:20]=[C:19]1[NH2:29])=[NH:5] |f:4.5.6|. Product: Cl.Cl.ONC(=N)C1=C2CCC(C2=CC=C1)=NN1C(=NC(=C1)C1=CC=CC=C1)N (1-[4-(N-Hydroxyamidino)-2,3-dihydro-1H-inden-1-ylideneamino]-2-amino-4-phenyl-imidazole dihydrochloride). Reactants: C[O-], CO, COC(=O)C=Cc1ccc2c(c1)nc(CC(C)c1ccccc1)n2CCCO, Cl, NO, [Na+]. Yields the product CC(Cc1nc2cc(C=CC(=O)NO)ccc2n1CCCO)c1ccccc1. RXN SMILES: [CH3:1][O-:2].[CH3:35][OH:36].[CH3:4][O:5][C:6]([CH:7]=[CH:8][c:9]1[cH:10][c:11]2[c:12]([n:13]([CH2:25][CH2:26][CH2:27][OH:28])[c:14]([CH2:16][CH:17]([CH3:18])[c:19]3[cH:20][cH:21][cH:22][cH:23][cH:24]3)[n:15]2)[cH:29][cH:30]1)=[O:31].[ClH:32].[NH2:33][OH:34].[Na+:3]>>[O:5]=[C:6]([CH:7]=[CH:8][c:9]1[cH:10][c:11]2[c:12]([n:13]([CH2:25][CH2:26][CH2:27][OH:28])[c:14]([CH2:16][CH:17]([CH3:18])[c:19]3[cH:20][cH:21][cH:22][cH:23][cH:24]3)[n:15]2)[cH:29][cH:30]1)[NH:33][OH:34]. The reactants are [Al+3], COC(=O)NCC1Cc2cc(Cl)c3ccccc3c2O1, Cl, [H-], [H-], [H-], [H-], [Li+], C1CCOC1. Yields the product CNCC1Cc2cc(Cl)c3ccccc3c2O1. RXN SMILES: [Al+3:2].[Cl:7][c:8]1[cH:9][c:10]2[c:11]([c:21]3[cH:22][cH:23][cH:24][cH:25][c:26]13)[O:12][CH:13]([CH2:15][NH:16][C:17](=[O:18])[O:19][CH3:20])[CH2:14]2.[ClH:27].[H-:1].[H-:4].[H-:5].[H-:6].[Li+:3].[O:28]1[CH2:29][CH2:30][CH2:31][CH2:32]1>>[Cl:7][c:8]1[cH:9][c:10]2[c:11]([c:21]3[cH:22][cH:23][cH:24][cH:25][c:26]13)[O:12][CH:13]([CH2:15][NH:16][CH3:17])[CH2:14]2. The reactants are N(=C=S)C=1SC(=C(C1C(=O)OCC)C)C (ethyl 2-isothiocyanato-4,5-dimethylthiophene-3-carboxylate), N (ammonia). Run in ClCCl (dichloromethane). Run at time 3 hour. The product is CC=1C(=C(SC1C)NC(=S)N)C(=O)OCC (Ethyl 4,5-dimethyl-2-thioureidothiophene-3-carboxylate). Isolated yield 2.7%. Reaction SMILES: [N:1]([C:4]1[S:5][C:6]([CH3:15])=[C:7]([CH3:14])[C:8]=1[C:9]([O:11][CH2:12][CH3:13])=[O:10])=[C:2]=[S:3].[NH3:16]>ClCCl>[CH3:14][C:7]1[C:8]([C:9]([O:11][CH2:12][CH3:13])=[O:10])=[C:4]([NH:1][C:2]([NH2:16])=[S:3])[S:5][C:6]=1[CH3:15]. Procedure details: To a solution of ethyl 2-isothiocyanato-4,5-dimethylthiophene-3-carboxylate (Example 50b) (1.21 g, 5.27 mmol) in dichloromethane (10 mL) was added ammonia (7 M in MeOH, 1.12 mL, 7.91 mmol) at 0° C. The reaction mixture was then stirred at room temperature for 3 h, quenched with water and extracted with dichloromethane (3×). The combined organic layers were washed with brine, dried over MgSO4, filtered and concentrated. The dark orange residue was purified by chromatography on silica gel (Gradien... The reactants are C(C1=CC=CC=C1)N1CCC(=CC1)\C=C\C1=CC=C(C=C1)F ((E)-1-benzyl-4-[2-(4-fluorophenyl)ethenyl]-1,2,3,6-tetrahydropyridine), ClC(=O)OC(C)Cl (1-chloroethyl chloroformate). The solvent is ClCCl (dichloromethane). Conditions: temperature 0 celsius. The product is Cl.FC1=CC=C(C=C1)/C=C/C=1CCNCC1 ((E)-4-[2-(4-fluorophenyl)ethenyl]-1,2,3,6-tetrahydropyridine hydrochloride). The yield is 69.0%. Reaction SMILES: C([N:8]1[CH2:13][CH:12]=[C:11](/[CH:14]=[CH:15]/[C:16]2[CH:21]=[CH:20][C:19]([F:22])=[CH:18][CH:17]=2)[CH2:10][CH2:9]1)C1C=CC=CC=1.[Cl:23]C(OC(Cl)C)=O>ClCCl>[ClH:23].[F:22][C:19]1[CH:20]=[CH:21][C:16](/[CH:15]=[CH:14]/[C:11]2[CH2:12][CH2:13][NH:8][CH2:9][CH:10]=2)=[CH:17][CH:18]=1 |f:3.4|. Procedure: To a solution of (E)-1-benzyl-4-[2-(4-fluorophenyl)ethenyl]-1,2,3,6-tetrahydropyridine (11.6 g, 37.5 mmol) in dichloromethane (500 ml) at 0° C. was added 1-chloroethyl chloroformate (4.85 ml, 45 mmol). The reaction was stirred initially at 0° C., and allowing it to warm to room temperature over 2 hours. The solvent was evaporated and methanol (500 ml) added. The mixture was heated at reflux for 1 hour, cooled to room temperature, and the solvent evaporated to a slurry. Diethyl ether was added an... Starting materials: CuSO4.5H2O, ClC(=O)OCC1=CC=CC=C1 (benzyl chloroformate), N[C@@H](CCCN)C(=O)O (ornithine), [OH-].[Na+] (sodium hydroxide), S (hydrogen sulfide), [OH-].[Na+] (sodium hydroxide). Run in O (water), O (water). Yields the product C(C1=CC=CC=C1)OC(=O)NCCC[C@H](N)C(=O)O (N5 -benzyloxycarbonyl-ornithine). As a reaction SMILES: [NH2:1][C@H:2]([C:7]([OH:9])=[O:8])[CH2:3][CH2:4][CH2:5][NH2:6].[OH-].[Na+].Cl[C:13]([O:15][CH2:16][C:17]1[CH:22]=[CH:21][CH:20]=[CH:19][CH:18]=1)=[O:14].S>O>[CH2:16]([O:15][C:13]([NH:6][CH2:5][CH2:4][CH2:3][C@@H:2]([C:7]([OH:9])=[O:8])[NH2:1])=[O:14])[C:17]1[CH:22]=[CH:21][CH:20]=[CH:19][CH:18]=1 |f:1.2|. Procedure: Dissolve ornithine (13.3 g, 0.1 mol) in 1N sodium hydroxide (200 mL, 0.2 mol). Add a solution of CuSO4.5H2O (12.5 g, 0.05 mol) in water (50 mL). Stir the mixture until solution is complete. Treat with benzyl chloroformate (17.1 g, 0.1 mol) and stir at room temperature until reaction is complete. Suction filter, wash the residue with 1:3.5 methanol-water and dry at 60° C. to give the copper complex. Suspend the copper complex in water, treat with excess hydrogen sulfide, heat to boiling, then coo... Reactants: C[C@H](CCC1=CNC2=CC=CC=C12)N (1(R)-methyl-3-(1H-indol-3-yl)propyl amine), N=1N=NN2C1C=CC(=C2)[C@H]2OC2 ((R)-2-(tetrazolo-[1,5-a]pyrid-6-yl)oxirane). Solvent: C(C)O (ethanol). Product: C[C@H](CCC1=CNC2=CC=CC=C12)NC[C@H](O)C=1C=CC=2N(C1)N=NN2 ((R)-α-[[(1(R)-methyl-3-(1H-indol-3-yl)propyl)amino]methyl]tetrazolo[1,5-a]pyridine-6-methanol). RXN SMILES: [CH3:1][C@@H:2]([NH2:14])[CH2:3][CH2:4][C:5]1[C:13]2[C:8](=[CH:9][CH:10]=[CH:11][CH:12]=2)[NH:7][CH:6]=1.[N:15]1[N:16]=[N:17][N:18]2[CH:23]=[C:22]([C@@H:24]3[CH2:26][O:25]3)[CH:21]=[CH:20][C:19]=12>C(O)C>[CH3:1][C@@H:2]([NH:14][CH2:26][C@@H:24]([C:22]1[CH:21]=[CH:20][C:19]2[N:18]([N:17]=[N:16][N:15]=2)[CH:23]=1)[OH:25])[CH2:3][CH2:4][C:5]1[C:13]2[C:8](=[CH:9][CH:10]=[CH:11][CH:12]=2)[NH:7][CH:6]=1. Procedure details: A solution of 16 g of 1-(1H-indol-3-yl)-3-butanone, 10.3 g of R(+)-1-phenylethylamine and 0.2 g of TsOH.H2O in 80 ml of benzene is heated at reflux with water removal (Dean-Stark trap) for 24 hours. The reaction mixture is concentrated under reduced pressure and the residue redissolved in 80 ml of methanol. To this solution 8 g of Ra(Ni) catalyst is added and the mixture hydrogenated under positive hydrogen pressure for 32 hours. The reaction mixture is filtered through celite and the filtrate c...